This data is from the Open Reaction Database (ORD), a public repository of structured organic reaction records. The task is: describe an organic reaction: reactants, conditions, products, and yield Reactants: C(C1=CC=CC=C1)C1=NC2=C(N(C1=O)C1=CC(=CC=C1)C1=CC=C(C=C1)C(=O)OC)N=CC=C2 (2-benzyl-4-[3-(4-methoxycarbonylphenyl)phenyl]-3-oxo-3,4-dihydropyrido[2,3-b]pyrazine), [Br-].[Li+] (lithium bromide), Cl (hydrochloric acid). Run in CN(C=O)C (N,N-dimethylformamide). Product: C(C1=CC=CC=C1)C1=NC2=C(N(C1=O)C1=CC(=CC=C1)C1=CC=C(C=C1)C(=O)O)N=CC=C2 (2-benzyl-4-[3-(4-carboxyphenyl)phenyl]-3-oxo-3,4-dihydropyrido[2,3-b]pyrazine). Isolated yield 81.9%. Reaction SMILES: [CH2:1]([C:8]1[C:13](=[O:14])[N:12]([C:15]2[CH:20]=[CH:19][CH:18]=[C:17]([C:21]3[CH:26]=[CH:25][C:24]([C:27]([O:29]C)=[O:28])=[CH:23][CH:22]=3)[CH:16]=2)[C:11]2[N:31]=[CH:32][CH:33]=[CH:34][C:10]=2[N:9]=1)[C:2]1[CH:7]=[CH:6][CH:5]=[CH:4][CH:3]=1.[Br-].[Li+].Cl>CN(C)C=O>[CH2:1]([C:8]1[C:13](=[O:14])[N:12]([C:15]2[CH:20]=[CH:19][CH:18]=[C:17]([C:21]3[CH:26]=[CH:25][C:24]([C:27]([OH:29])=[O:28])=[CH:23][CH:22]=3)[CH:16]=2)[C:11]2[N:31]=[CH:32][CH:33]=[CH:34][C:10]=2[N:9]=1)[C:2]1[CH:3]=[CH:4][CH:5]=[CH:6][CH:7]=1 |f:1.2|. Procedure details: A mixture of 2-benzyl-4-[3-(4-methoxycarbonylphenyl)phenyl]-3-oxo-3,4-dihydropyrido[2,3-b]pyrazine (150 mg) and lithium bromide (0.30 g) in N,N-dimethylformamide (3 ml) was stirred under reflux for 4 hours. The mixture was cooled and poured into dilute hydrochloric acid with stirring. The resultant precipitate was collected and washed with water to give 2-benzyl-4-[3-(4-carboxyphenyl)phenyl]-3-oxo-3,4-dihydropyrido[2,3-b]pyrazine (119 mg). Starting materials: [Br-], CC(=O)[O-], CCCC[N+](CCCC)(CCCC)CCCC, [Na+], ClCc1cccc(Oc2ccccc2)c1, O. Product: CC(=O)OCc1cccc(Oc2ccccc2)c1. As a reaction SMILES: [Br-:21].[CH3:17][C:18]([O-:19])=[O:20].[CH3:22][CH2:23][CH2:24][CH2:25][N+:26]([CH2:27][CH2:28][CH2:29][CH3:30])([CH2:31][CH2:32][CH2:33][CH3:34])[CH2:35][CH2:36][CH2:37][CH3:38].[Na+:16].[O:1]([c:2]1[cH:3][cH:4][cH:5][cH:6][cH:7]1)[c:8]1[cH:9][c:10]([CH2:11][Cl:12])[cH:13][cH:14][cH:15]1.[OH2:39]>>[O:1]([c:2]1[cH:3][cH:4][cH:5][cH:6][cH:7]1)[c:8]1[cH:9][c:10]([CH2:11][O:20][C:18]([CH3:17])=[O:19])[cH:13][cH:14][cH:15]1. The reactants are [OH-].[Na+] (sodium hydroxide), C(=O)(OCC)C=1OC2=CC=CC(=C2C(C1)=O)OCC(COC1=CC=C(C=C1)Cl)O (1-(2-carbethoxychromon-5-yloxy)-2-hydroxy-3-p-chlorophenoxypropane). Solvent: C(C)O (ethanol). Yields the product C(=O)(O)C=1OC2=CC=CC(=C2C(C1)=O)OCC(COC1=CC=C(C=C1)Cl)O (1-(2-carboxychromon-5-yloxy)-2-hydroxy-3-p-chlorophenoxypropane). The yield is 102.4%. Reaction SMILES: [OH-].[Na+].[C:3]([C:8]1[O:9][C:10]2[C:15]([C:16](=[O:18])[CH:17]=1)=[C:14]([O:19][CH2:20][CH:21]([OH:31])[CH2:22][O:23][C:24]1[CH:29]=[CH:28][C:27]([Cl:30])=[CH:26][CH:25]=1)[CH:13]=[CH:12][CH:11]=2)([O:5]CC)=[O:4]>C(O)C>[C:3]([C:8]1[O:9][C:10]2[C:15]([C:16](=[O:18])[CH:17]=1)=[C:14]([O:19][CH2:20][CH:21]([OH:31])[CH2:22][O:23][C:24]1[CH:25]=[CH:26][C:27]([Cl:30])=[CH:28][CH:29]=1)[CH:13]=[CH:12][CH:11]=2)([OH:5])=[O:4] |f:0.1|. Procedure details: A solution of sodium hydroxide (0.6 g) in ethanol was added to 1-(2-carbethoxychromon-5-yloxy)-2-hydroxy-3-p-chlorophenoxypropane (6.28 g) and the mixture was heated under reflux for 1 hour. The resulting sodium salt was filtered, dissolved in the minimum volume of hot water and poured into a solution of acetic acid (100 ml, 2N). The solution was cooled, the precipitated acid was filtered, washed with cold water and dried. Recrystallization from dilute acetic acid gave 1-(2-carboxychromon-5-ylox... The reactants are O1C(=NC=C1)[C@@H]1C[C@@H](CN1)NC(=O)C1=C(C2=CC=CC=C2C=C1)O (1-hydroxy-naphthalene-2-carboxylic acid ((3S,5S)-5-oxazol-2-yl-pyrrolidin-3-yl)-amide), C1(CCCCC1)C=O (cyclohexanecarbaldehyde), COC(=O)[C@H]1N(C[C@H](C1)N=[N+]=[N-])CC1CCCCC1 ((2S,4S)-4-azido-1-cyclohexylmethyl-pyrrolidine-2-carboxylic acid methyl ester). Yields the product C1(CCCCC1)CN1C[C@H](C[C@H]1C=1OC=CN1)NC(=O)C1=C(C2=CC=CC=C2C=C1)O (Hydroxy-naphthalene-2-carboxylic acid ((3S,5S)-1-cyclohexylmethyl-5-oxazol-2-yl-pyrrolidin-3-yl)-amide). As a reaction SMILES: [O:1]1[CH:5]=[CH:4][N:3]=[C:2]1[C@H:6]1[NH:10][CH2:9][C@@H:8]([NH:11][C:12]([C:14]2[CH:23]=[CH:22][C:21]3[C:16](=[CH:17][CH:18]=[CH:19][CH:20]=3)[C:15]=2[OH:24])=[O:13])[CH2:7]1.[CH:25]1([CH:31]=O)[CH2:30][CH2:29][CH2:28][CH2:27][CH2:26]1.COC([C@@H]1C[C@H](N=[N+]=[N-])CN1CC1CCCCC1)=O>>[CH:25]1([CH2:31][N:10]2[C@H:6]([C:2]3[O:1][CH:5]=[CH:4][N:3]=3)[CH2:7][C@H:8]([NH:11][C:12]([C:14]3[CH:23]=[CH:22][C:21]4[C:16](=[CH:17][CH:18]=[CH:19][CH:20]=4)[C:15]=3[OH:24])=[O:13])[CH2:9]2)[CH2:30][CH2:29][CH2:28][CH2:27][CH2:26]1. Reported procedure: Hydroxy-naphthalene-2-carboxylic acid ((3S,5S)-1-cyclohexylmethyl-5-oxazol-2-yl-pyrrolidin-3-yl)-amide was prepared from 1-hydroxy-naphthalene-2-carboxylic acid ((3S,5S)-5-oxazol-2-yl-pyrrolidin-3-yl)-amide and cyclohexanecarbaldehyde in a similar fashion as the synthesis of (2S,4S)-4-azido-1-cyclohexylmethyl-pyrrolidine-2-carboxylic acid methyl ester. MS calcd. for C25H30N3O3[(M+H)+] 420, obsd. 419.8.